From a dataset of the Open Reaction Database (ORD), a public repository of structured organic reaction records. describe an organic reaction: reactants, conditions, products, and yield Reactants: C(C1=CC=CC=C1)C(C(=O)O)(CC(C1=CC(=C(C=C1)Cl)Cl)=O)C#N (2-benzyl-2-cyano-4-oxo-4-(3,4-dichlorophenyl)-butanoic acid). The solvent is O.O1CCOCC1 (water 1,4-dioxane). Product: C(C1=CC=CC=C1)C(C#N)CC(=O)C1=CC(=C(C=C1)Cl)Cl (2-benzyl-4-(3,4-dichlorophenyl)-4-oxo-butyronitrile), solid. Isolated yield 62.0%. As a reaction SMILES: [CH2:1]([C:8]([C:23]#[N:24])([CH2:12][C:13](=[O:22])[C:14]1[CH:19]=[CH:18][C:17]([Cl:20])=[C:16]([Cl:21])[CH:15]=1)C(O)=O)[C:2]1[CH:7]=[CH:6][CH:5]=[CH:4][CH:3]=1>O.O1CCOCC1>[CH2:1]([CH:8]([CH2:12][C:13]([C:14]1[CH:19]=[CH:18][C:17]([Cl:20])=[C:16]([Cl:21])[CH:15]=1)=[O:22])[C:23]#[N:24])[C:2]1[CH:3]=[CH:4][CH:5]=[CH:6][CH:7]=1 |f:1.2|. Reported procedure: A solution of 2-benzyl-2-cyano-4-oxo-4-(3,4-dichlorophenyl)-butanoic acid (5 g, 13.8 mmol) in 10% water/1,4-dioxane (250 ml) was refluxed for about 24 hours. The solvents were removed under reduced pressure and the residue was purified by flash chromatography, using cyclohexane/ethyl acetate 0÷15 as eluent. The title compound was obtained as a colourless solid (2.7 g, 62%) (m.p. 101°-102° C.) RXN SMILES: [F:1][C:2]([O:3][c:4]1[cH:5][cH:6][c:7]([B:10]([OH:11])[OH:12])[cH:8][cH:9]1)([F:13])[F:14].[N:15]12[CH2:16][CH:17]([NH:23][C:24](=[O:25])[c:26]3[o:27][c:28]4[c:29]([cH:30]3)[cH:31][cH:32][c:33]([Br:35])[cH:34]4)[CH:18]([CH2:19][CH2:20]1)[CH2:21][CH2:22]2.[Na+:37].[O:38]=[CH:39][N:40]([CH3:41])[CH3:42].[OH-:36]>>[F:1][C:2]([O:3][c:4]1[cH:5][cH:6][c:7](-[c:33]2[cH:32][cH:31][c:29]3[c:28]([o:27][c:26]([C:24]([NH:23][CH:17]4[CH2:16][N:15]5[CH2:20][CH2:19][CH:18]4[CH2:21][CH2:22]5)=[O:25])[cH:30]3)[cH:34]2)[cH:8][cH:9]1)([F:13])[F:14]. Yields the product O=C(NC1CN2CCC1CC2)c1cc2ccc(-c3ccc(OC(F)(F)F)cc3)cc2o1. Reactants: OB(O)c1ccc(OC(F)(F)F)cc1, O=C(NC1CN2CCC1CC2)c1cc2ccc(Br)cc2o1, [Na+], CN(C)C=O, [OH-].